The task is: describe an organic reaction: reactants, conditions, products, and yield. This data is from the Open Reaction Database (ORD), a public repository of structured organic reaction records. Starting materials: ClC1=CC(=C(C=C1OC)C(O)C)F (4-chloro-2-fluoro-5-methoxy-α-methylbenzenemethanol), CC(=O)C.OS(=O)(=O)O.O=[Cr](=O)=O (Jones' reagent). Run in CC(=O)C (acetone), O (water). Run at time 2 hour. The product is ClC1=CC(=C(C=C1OC)C(C)=O)F (1-(4-chloro-2-fluoro-5-methoxyphenyl)ethanone). Yield: 90.3%. RXN SMILES: [Cl:1][C:2]1[C:7]([O:8][CH3:9])=[CH:6][C:5]([CH:10]([CH3:12])[OH:11])=[C:4]([F:13])[CH:3]=1.CC(C)=O.OS(O)(=O)=O.O=[Cr](=O)=O>CC(C)=O.O>[Cl:1][C:2]1[C:7]([O:8][CH3:9])=[CH:6][C:5]([C:10](=[O:11])[CH3:12])=[C:4]([F:13])[CH:3]=1 |f:1.2.3|. Reported procedure: A stirred solution of 10.4 g of 4-chloro-2-fluoro-5-methoxybenzaldehYde in 150 mL of anhydrous THF was cooled in a dry ice-acetone bath and treated with 35 mL of a 3M solution of methyl magnesium chloride in THF over a period of one minute. The ice bath was removed and the mixture allowed to warm to room temperature. After warming, the solution was slowly poured into ice water. The water slurry was extracted three times with diethyl ether, the ether extracts dried and concd to afford a crude oil... Starting materials: N#Cc1cccc(NS(=O)(=O)c2ccc(CBr)cc2)c1, CN(C)C=O, [H-], [Na+], CCCc1c(O)ccc(C(C)=O)c1O. Yields the product CCCc1c(OCc2ccc(S(=O)(=O)Nc3cccc(C#N)c3)cc2)ccc(C(C)=O)c1O. Reaction SMILES: [Br:17][CH2:18][c:19]1[cH:20][cH:21][c:22]([S:25](=[O:26])(=[O:27])[NH:28][c:29]2[cH:30][c:31]([C:35]#[N:36])[cH:32][cH:33][cH:34]2)[cH:23][cH:24]1.[CH3:37][N:38]([CH3:39])[CH:40]=[O:41].[H-:15].[Na+:16].[OH:1][c:2]1[c:3]([C:12]([CH3:13])=[O:14])[cH:4][cH:5][c:6]([OH:11])[c:7]1[CH2:8][CH2:9][CH3:10]>>[OH:1][c:2]1[c:3]([C:12]([CH3:13])=[O:14])[cH:4][cH:5][c:6]([O:11][CH2:18][c:19]2[cH:20][cH:21][c:22]([S:25](=[O:26])(=[O:27])[NH:28][c:29]3[cH:30][c:31]([C:35]#[N:36])[cH:32][cH:33][cH:34]3)[cH:23][cH:24]2)[c:7]1[CH2:8][CH2:9][CH3:10]. Reactants: ClCCl, O=[N+]([O-])c1ccc(CS(=O)(=O)Cl)cc1, CC(C)(CN)CO. Product: CC(C)(CO)CNS(=O)(=O)Cc1ccc([N+](=O)[O-])cc1. RXN SMILES: [Cl:22][CH2:23][Cl:24].[N+:8](=[O:9])([O-:10])[c:11]1[cH:12][cH:13][c:14]([CH2:17][S:18](=[O:19])(=[O:20])[Cl:21])[cH:15][cH:16]1.[NH2:1][CH2:2][C:3]([CH2:4][OH:5])([CH3:6])[CH3:7]>>[NH:1]([CH2:2][C:3]([CH2:4][OH:5])([CH3:6])[CH3:7])[S:18]([CH2:17][c:14]1[cH:13][cH:12][c:11]([N+:8](=[O:9])[O-:10])[cH:16][cH:15]1)(=[O:19])=[O:20]. As a reaction SMILES: [Cl:1][c:2]1[cH:3][c:4](-[c:9]2[n:10][nH:11][cH:12][cH:13]2)[cH:5][c:6]([Cl:8])[cH:7]1.[Cl:22][CH2:23][Cl:24].[I:14][N:15]1[C:16](=[O:17])[CH2:18][CH2:19][C:20]1=[O:21]>>[Cl:1][c:2]1[cH:3][c:4](-[c:9]2[n:10][nH:11][cH:12][c:13]2[I:14])[cH:5][c:6]([Cl:8])[cH:7]1. The reactants are Clc1cc(Cl)cc(-c2cc[nH]n2)c1, ClCCl, O=C1CCC(=O)N1I. Yields the product Clc1cc(Cl)cc(-c2n[nH]cc2I)c1. Starting materials: CCOC(=O)c1cc2ccc(OC3CCN(C(=O)OC(C)(C)C)CC3)cc2s1, CCCCCCC, Cl, C1COCCO1. Yields the product CCOC(=O)c1cc2ccc(OC3CCNCC3)cc2s1. Reaction SMILES: [C:1]([O:2][C:3](=[O:4])[N:8]1[CH2:9][CH2:10][CH:11]([O:14][c:15]2[cH:16][cH:17][c:18]3[c:19]([s:20][c:21]([C:23](=[O:24])[O:25][CH2:26][CH3:27])[cH:22]3)[cH:28]2)[CH2:12][CH2:13]1)([CH3:5])([CH3:6])[CH3:7].[CH3:30][CH2:31][CH2:32][CH2:33][CH2:34][CH2:35][CH3:36].[ClH:29].[O:37]1[CH2:38][CH2:39][O:40][CH2:41][CH2:42]1>>[NH:8]1[CH2:9][CH2:10][CH:11]([O:14][c:15]2[cH:16][cH:17][c:18]3[c:19]([s:20][c:21]([C:23](=[O:24])[O:25][CH2:26][CH3:27])[cH:22]3)[cH:28]2)[CH2:12][CH2:13]1. Starting materials: C(C1=CC=CC=C1)N1CCOC2=C(C1)N=CC(=N2)Cl (8-benzyl-3-chloro-6,7,8,9-tetrahydropyrazino[2,3-f][1,4]oxazepine), CC=1NC=CN1 (2-methyl-1H-imidazole), C([O-])([O-])=O.[Cs+].[Cs+] (cesium carbonate). Reagents/catalysts: [Cu](I)I (copper iodide). The solvent is CN(C)C=O (DMF). Yields the product C(C1=CC=CC=C1)N1CCOC2=C(C1)N=CC(=N2)N2C(=NC=C2)C (8-benzyl-3-(2-methyl-1H-imidazol-1-yl)-6,7,8,9-tetrahydropyrazino[2,3-f][1,4]oxazepine). Yield: 15.4%. As a reaction SMILES: [CH2:1]([N:8]1[CH2:14][C:13]2[N:15]=[CH:16][C:17](Cl)=[N:18][C:12]=2[O:11][CH2:10][CH2:9]1)[C:2]1[CH:7]=[CH:6][CH:5]=[CH:4][CH:3]=1.[CH3:20][C:21]1[NH:22][CH:23]=[CH:24][N:25]=1.C(=O)([O-])[O-].[Cs+].[Cs+]>CN(C=O)C.[Cu](I)I>[CH2:1]([N:8]1[CH2:14][C:13]2[N:15]=[CH:16][C:17]([N:22]3[CH:23]=[CH:24][N:25]=[C:21]3[CH3:20])=[N:18][C:12]=2[O:11][CH2:10][CH2:9]1)[C:2]1[CH:7]=[CH:6][CH:5]=[CH:4][CH:3]=1 |f:2.3.4|. Procedure: A solution of 8-benzyl-3-chloro-6,7,8,9-tetrahydropyrazino[2,3-f][1,4]oxazepine (100 mg), 2-methyl-1H-imidazole (42 mg), copper iodide (14 mg) and cesium carbonate (236 mg) in DMF (2 mL) was stirred at 100° C. overnight. The reaction mixture was filtered, water (10 mL) was added to the filtrate, and the mixture was extracted with ethyl acetate. The aqueous layer was extracted again with ethyl acetate. The combined organic layer was washed with water and saturated brine, dried over magnesium sulf...